Dataset: the Open Reaction Database (ORD), a public repository of structured organic reaction records. Task: describe an organic reaction: reactants, conditions, products, and yield Reactants: CC(=O)[O-], COc1ccc(S(=O)(=O)N2CC(O)C3OC(C)(C)OC3C2C(=O)OCc2ccccc2)cc1, ClCCl, CC#N, CCOC(C)=O, ClC(Cl)Cl, [Cs+], O=S(=O)(OS(=O)(=O)C(F)(F)F)C(F)(F)F, C1COCCOCCOCCOCCOCCO1, c1ccncc1. Product: COc1ccc(S(=O)(=O)N2CC(OC(C)=O)C3OC(C)(C)OC3C2C(=O)OCc2ccccc2)cc1. As a reaction SMILES: [C:49]([CH3:50])(=[O:51])[O-:52].[CH2:1]([c:2]1[cH:3][cH:4][cH:5][cH:6][cH:7]1)[O:8][C:9](=[O:10])[CH:11]1[N:12]([S:23](=[O:24])(=[O:25])[c:26]2[cH:27][cH:28][c:29]([O:32][CH3:33])[cH:30][cH:31]2)[CH2:13][CH:14]([OH:22])[CH:15]2[CH:16]1[O:17][C:18]([CH3:20])([CH3:21])[O:19]2.[CH2:78]([Cl:79])[Cl:80].[CH3:81][C:82]#[N:83].[CH3:84][CH2:85][O:86][C:87](=[O:88])[CH3:89].[CH:90]([Cl:91])([Cl:92])[Cl:93].[Cs+:53].[F:34][C:35]([S:36]([O:37][S:38]([C:39]([F:40])([F:41])[F:42])(=[O:43])=[O:44])(=[O:45])=[O:46])([F:47])[F:48].[O:54]1[CH2:55][CH2:56][O:57][CH2:58][CH2:59][O:60][CH2:61][CH2:62][O:63][CH2:64][CH2:65][O:66][CH2:67][CH2:68][O:69][CH2:70][CH2:71]1.[n:72]1[cH:73][cH:74][cH:75][cH:76][cH:77]1>>[CH2:1]([c:2]1[cH:3][cH:4][cH:5][cH:6][cH:7]1)[O:8][C:9](=[O:10])[CH:11]1[N:12]([S:23](=[O:24])(=[O:25])[c:26]2[cH:27][cH:28][c:29]([O:32][CH3:33])[cH:30][cH:31]2)[CH2:13][CH:14]([O:22][C:49]([CH3:50])=[O:51])[CH:15]2[CH:16]1[O:17][C:18]([CH3:20])([CH3:21])[O:19]2. Starting materials: CCO, O=C([O-])C(=Cc1ccccc1)C(=O)[O-], N#C[K], O. Yields the product N#CC(CC(=O)O)c1ccccc1. RXN SMILES: [CH3:18][CH2:19][OH:20].[CH:1]([c:2]1[cH:3][cH:4][cH:5][cH:6][cH:7]1)=[C:8]([C:9]([O-:10])=[O:11])[C:12](=[O:13])[O-:14].[K:15][C:16]#[N:17].[OH2:21]>>[CH:1]([c:2]1[cH:3][cH:4][cH:5][cH:6][cH:7]1)([CH2:8][C:12](=[O:13])[OH:14])[C:16]#[N:17]. Starting materials: [S-]C#N.[K+] (potassium thiocyanate), CC(=O)C1=CC=C(C=C1)CCCl (4-(2-chloroethyl)acetophenone), C(C)(=O)O (acetic acid), BrBr (bromine). Run in C(C)(=O)OCC (ethyl acetate). Run at time 30 minute. Product: ClCCC1=CC=C(C=C1)C=1NC(SC1)=O (4-(4-(2-Chloroethyl)phenyl)-thiazol-2-one). Yield: 68.0%. Reaction SMILES: [CH3:1][C:2]([C:4]1[CH:9]=[CH:8][C:7]([CH2:10][CH2:11][Cl:12])=[CH:6][CH:5]=1)=O.C(O)(=[O:15])C.BrBr.[S-:19][C:20]#[N:21].[K+]>C(OCC)(=O)C>[Cl:12][CH2:11][CH2:10][C:7]1[CH:8]=[CH:9][C:4]([C:2]2[NH:21][C:20](=[O:15])[S:19][CH:1]=2)=[CH:5][CH:6]=1 |f:3.4|. Reported procedure: To a 125 ml round-bottomed flask equipped with N2 inlet were added 9.1 g (50 mmol) of 4-(2-chloroethyl)acetophenone and 25 ml acetic acid. To the stirred solution was added 2.58 ml (50 mmol) of bromine dropwise over 2 minutes. The reaction was stirred at room temperature for 30 minutes, taken up in ethyl acetate, washed with water, saturated aqueous sodium bicarbonate solution, and brine, dried over sodium sulfate, and evaporated to an oil. The oil was taken up in 250 ml of acetone, treated with... The reactants are C1(=CC=C(C=C1)S(=O)(=O)OC)C (methyl p-toluenesulfonate), C([O-])([O-])=O.[K+].[K+] (Potassium carbonate), OC1=C(C(=O)O)C=C(C=C1)C(CCCCCCCCCCCCCCCCC)=O (2-hydroxy-5-(1-oxooctadecyl)benzoic acid), C=1(C(=CC=CC1)C)C (xylene), O (water). Conditions: time 1 hour. Yields the product COC1=C(C(=O)OC)C=C(C=C1)C(CCCCCCCCCCCCCCCCC)=O (Methyl 2-methoxy-5-(1-oxooctadecyl)benzoate). As a reaction SMILES: [C:1](=[O:4])([O-])[O-].[K+].[K+].OC1C=CC([C:17](=[O:35])[CH2:18][CH2:19][CH2:20][CH2:21][CH2:22][CH2:23][CH2:24][CH2:25][CH2:26][CH2:27][CH2:28][CH2:29][CH2:30][CH2:31][CH2:32][CH2:33][CH3:34])=CC=1C(O)=O.[OH2:36].C1(C)C=CC(S([O:46][CH3:47])(=O)=O)=CC=1.[C:49]1(C)[C:50]([CH3:55])=[CH:51][CH:52]=[CH:53][CH:54]=1>>[CH3:47][O:46][C:49]1[CH:54]=[CH:53][C:52]([C:17](=[O:35])[CH2:18][CH2:19][CH2:20][CH2:21][CH2:22][CH2:23][CH2:24][CH2:25][CH2:26][CH2:27][CH2:28][CH2:29][CH2:30][CH2:31][CH2:32][CH2:33][CH3:34])=[CH:51][C:50]=1[C:55]([O:4][CH3:1])=[O:36] |f:0.1.2|. Reported procedure: Potassium carbonate (11.4 mmole) was added to a solution of the product of Example 4 (5.7 mmole) in 50 ml xylene, heated to reflux, and the water formed removed with a Dean-Stark trap. After 1 hour the Dean-Stark trap was drained. The solution was cooled to room temperature and methyl p-toluenesulfonate (17.1 mmole) added. The solution was heated to 70° C. for 20 hours, and refluxed for one hour to remove the water formed. After the white solid was filtered and discarded, the filtrate was concen... The reactants are ClCCCOC1=C2CCC(NC2=CC=C1)=O (5-(3-chloropropoxy)-3,4-dihydrocarbostyril), N1CCNCC1 (piperazine), C(=O)(O)[O-].[Na+] (NaHCO3). Solvent: hexamethylphosphoryl triamide. Yields the product N1(CCNCC1)CCCOC1=C2CCC(NC2=CC=C1)=O (5-(3-piperazinylpropoxy)-3,4-dihydrocarbostyril). RXN SMILES: Cl[CH2:2][CH2:3][CH2:4][O:5][C:6]1[CH:15]=[CH:14][CH:13]=[C:12]2[C:7]=1[CH2:8][CH2:9][C:10](=[O:16])[NH:11]2.[NH:17]1[CH2:22][CH2:21][NH:20][CH2:19][CH2:18]1.C([O-])(O)=O.[Na+]>>[N:17]1([CH2:2][CH2:3][CH2:4][O:5][C:6]2[CH:15]=[CH:14][CH:13]=[C:12]3[C:7]=2[CH2:8][CH2:9][C:10](=[O:16])[NH:11]3)[CH2:22][CH2:21][NH:20][CH2:19][CH2:18]1 |f:2.3|. Procedure: (a)-1 3.0 Grams of 5-(3-chloropropoxy)-3,4-dihydrocarbostyril, 10 g of piperazine are mixed with 20 ml of hexamethylphosphoryl triamide and heated at 80°-90° C. for 5 hours. The reaction mixture is distilled under a reduced pressure to remove hexamethylphosphoryl triamide and unreacted piperazine. To the residue thus obtained are added 30 ml of 5%-NaHCO3 aqueous solution, followed by extraction with chloroform. The chloroform layer is washed with water and chloroform is removed by distillation. ... Reactants: Cl.C(C)C1=CSC2=C1C=C(C=C2)NN (3-ethyl-5-hydrazinobenzothiophene hydrochloride), C(C)N1CCC(CC1)=O (1-ethyl-4-piperidone). Solvent: C(CO)O (ethylene glycol). The product is C(C)C1=CSC=2C1=C1C3=C(NC1=CC2)CCN(C3)CC (1,9-Diethyl-7,8,9,10-tetrahydrothieno[3,2-e]pyrido[4,3-b]indole). As a reaction SMILES: Cl.[CH2:2]([C:4]1[C:8]2[CH:9]=[C:10]([NH:13]N)[CH:11]=[CH:12][C:7]=2[S:6][CH:5]=1)[CH3:3].[CH2:15]([N:17]1[CH2:22][CH2:21][C:20](=O)[CH2:19][CH2:18]1)[CH3:16]>C(O)CO>[CH2:2]([C:4]1[C:8]2=[C:9]3[C:10](=[CH:11][CH:12]=[C:7]2[S:6][CH:5]=1)[NH:13][C:20]1[CH2:21][CH2:22][N:17]([CH2:15][CH3:16])[CH2:18][C:19]3=1)[CH3:3] |f:0.1|. Procedure details: The compound is formed analogously to that described in Example 36, from 8.0 g of 3-ethyl-5-hydrazinobenzothiophene hydrochloride and 6.0 g of 1-ethyl-4-piperidone, by cyclisation under the influence of heat at 165°-170° C. in ethylene glycol for 3 hours.